Dataset: the Open Reaction Database (ORD), a public repository of structured organic reaction records. Task: describe an organic reaction: reactants, conditions, products, and yield Reactants: C([O-])(O)=O.[Na+] (sodium bicarbonate), P(O)(O)(O)=O (phosphoric acid), C(CC)(=O)OCC (ethyl propionate), ( ii ), C(C)O (ethanol). The product is C(C)OC(C(CC=C)C)=O (ethyl-2-methyl-4-pentenoate). As a reaction SMILES: [C:1](=O)(O)[O-].[Na+].P(=O)(O)(O)O.[C:11]([O:15][CH2:16][CH3:17])(=[O:14])[CH2:12][CH3:13].[CH2:18](O)[CH3:19]>>[CH2:16]([O:15][C:11](=[O:14])[CH:12]([CH3:1])[CH2:13][CH:18]=[CH2:19])[CH3:17] |f:0.1|. Procedure: The autoclave is then opened and 12.6 g sodium bicarbonate is added to the reaction mass in order to neutralize the phosphoric acid. 30 g Primol (a registered trademark for mineral oil manufactured by the Exxon Co. of Linden, N.J.) is then added as a still base, and the reaction mass is fractionally distilled on a 1 inch × 20 inch packed Goodloe distillation column (i) at atmospheric pressure and 129° C (yielding a mixture of ethanol and ethyl propionate (245 g) and (ii) at 40 mm Hg. pressure an... The reactants are [Na+], CN(C)C=O, [OH-], O, O, Cl[Sn]Cl, Cc1cc(C)c(Nc2nc3cc(C)cc([N+](=O)[O-])c3s2)c(C)c1. The product is Cc1cc(C)c(Nc2nc3cc(C)cc(N)c3s2)c(C)c1. RXN SMILES: [Na+:30].[O:31]=[CH:32][N:33]([CH3:34])[CH3:35].[OH-:29].[OH2:24].[OH2:25].[Sn:26]([Cl:27])[Cl:28].[c:1]1([CH3:23])[c:2]([NH:9][c:10]2[s:11][c:12]3[c:13]([n:14]2)[cH:15][c:16]([CH3:22])[cH:17][c:18]3[N+:19]([O-:20])=[O:21])[c:3]([CH3:8])[cH:4][c:5]([CH3:7])[cH:6]1>>[c:1]1([CH3:23])[c:2]([NH:9][c:10]2[s:11][c:12]3[c:13]([n:14]2)[cH:15][c:16]([CH3:22])[cH:17][c:18]3[NH2:19])[c:3]([CH3:8])[cH:4][c:5]([CH3:7])[cH:6]1. The reactants are Br.OC=1C=C2CC(CC2=CC1O)N(CCC)CCC (5,6-Dihydroxy-2-(di-n-propylamino)indan hydrobromide), BrCCBr (1,2-dibromoethane), Cl (HCl). Product: C1OC=2C=C3CC(CC3=CC2OC1)N(CCC)CCC (5,6-Ethylenedioxy-2-(di-n-propylamino)indan). As a reaction SMILES: Br.[OH:2][C:3]1[CH:4]=[C:5]2[C:9](=[CH:10][C:11]=1[OH:12])[CH2:8][CH:7]([N:13]([CH2:17][CH2:18][CH3:19])[CH2:14][CH2:15][CH3:16])[CH2:6]2.Br[CH2:21][CH2:22]Br.Cl>>[CH2:21]1[CH2:22][O:2][C:3]2[CH:4]=[C:5]3[C:9]([CH2:8][CH:7]([N:13]([CH2:17][CH2:18][CH3:19])[CH2:14][CH2:15][CH3:16])[CH2:6]3)=[CH:10][C:11]=2[O:12]1 |f:0.1|. Procedure details: 5,6-Dihydroxy-2-(di-n-propylamino)indan hydrobromide (200 mg, 0.6 mmol) was reacted with 1,2-dibromoethane (0.05 mL, 0.66 mmol) under the same reaction conditions as Example 4. The crude material was chromatographed (200 g silica gel) eluting with methylene chloride/methanol (9:1) to yield an oil. The oil was converted into the HCl salt and recrystallized using methanol/ethyl acetate/ether: mp 210°-215° C. Starting materials: COC=1C=C(C=CC1)O (3-methoxyphenol), BrCC1=CC(=C(C(=O)OC)C=C1F)F (methyl 4-(bromomethyl)-2,5-difluorobenzoate), O (water), C([O-])([O-])=O.[K+].[K+] (potassium carbonate). The solvent is CS(=O)C (DMSO). Conditions: time 18 hour. The product is FC1=C(C(=O)OC)C=C(C(=C1)COC1=CC(=CC=C1)OC)F (Methyl 2,5-difluoro-4-[(3-methoxyphenoxy)methyl]benzoate). Reaction SMILES: [CH3:1][O:2][C:3]1[CH:4]=[C:5]([OH:9])[CH:6]=[CH:7][CH:8]=1.Br[CH2:11][C:12]1[C:21]([F:22])=[CH:20][C:15]([C:16]([O:18][CH3:19])=[O:17])=[C:14]([F:23])[CH:13]=1.C(=O)([O-])[O-].[K+].[K+].O>CS(C)=O>[F:23][C:14]1[CH:13]=[C:12]([CH2:11][O:9][C:5]2[CH:6]=[CH:7][CH:8]=[C:3]([O:2][CH3:1])[CH:4]=2)[C:21]([F:22])=[CH:20][C:15]=1[C:16]([O:18][CH3:19])=[O:17] |f:2.3.4|. Procedure: To a solution of 3-methoxyphenol (221 mg, 1.8 mmol) in DMSO (5 mL) was added methyl 4-(bromomethyl)-2,5-difluorobenzoate (Preparation 27, 491 mg, 1.8 mmol) followed by potassium carbonate (491 mg, 3.5 mmol) and the reaction mixture was stirred at room temperature under nitrogen for 18 hours. The mixture was poured into water and extracted with EtOAc (3×20 mL), washed with 1 M aqueous NaOH and water, dried over magnesium sulphate and the solvent removed under reduced pressure to yield the title c... The reactants are CC(=O)[O-], CC(=O)CC(C)=O, Cc1ccc(N)cc1, CC(=O)O, CCO, Cl, O=N[O-], [Na+], [Na+], O. The product is CC(=O)C(=NNc1ccc(C)cc1)C(C)=O. As a reaction SMILES: [CH3:14][C:15](=[O:16])[O-:17].[CH3:18][C:19](=[O:20])[CH2:21][C:22]([CH3:23])=[O:24].[CH3:1][c:2]1[cH:3][cH:4][c:5]([NH2:6])[cH:7][cH:8]1.[CH3:25][C:26](=[O:27])[OH:28].[CH3:31][CH2:32][OH:33].[ClH:29].[N:9]([O-:10])=[O:11].[Na+:12].[Na+:13].[OH2:30]>>[CH3:1][c:2]1[cH:3][cH:4][c:5]([NH:6][N:9]=[C:21]([C:19]([CH3:18])=[O:20])[C:22]([CH3:23])=[O:24])[cH:7][cH:8]1. Procedure: In a manner analogous to Example 8, 2,4-dichloro-phenol is reacted with 1-bromo-3,7-dimethyl-octa-2,6-diene to produce 2,4-dichloro-phenyl 3,7-dimethyl-octa-2,6-dienyl ether (nD25 = 1.5368) and benzyl alcohol is reacted with 1-bromo- 3,7-dimethyl-octa-2,6-diene to produce 3,7-dimethyl-octa-2,6-dienyl ether (nD25 = 1.5095). The product is CC(=CCOC1=C(C=C(C=C1)Cl)Cl)CCC=C(C)C (2,4-dichloro-phenyl 3,7-dimethyl-octa-2,6-dienyl ether), C(C1=CC=CC=C1)O (benzyl alcohol). Starting materials: ClC1=C(C=CC(=C1)Cl)O (2,4-dichloro-phenol), BrCC=C(CCC=C(C)C)C (1-bromo-3,7-dimethyl-octa-2,6-diene). RXN SMILES: [Cl:1][C:2]1[CH:7]=[C:6]([Cl:8])[CH:5]=[CH:4][C:3]=1[OH:9].Br[CH2:11][CH:12]=[C:13]([CH3:20])[CH2:14][CH2:15][CH:16]=[C:17]([CH3:19])[CH3:18]>>[CH3:20][C:13]([CH2:14][CH2:15][CH:16]=[C:17]([CH3:19])[CH3:18])=[CH:12][CH2:11][O:9][C:3]1[CH:4]=[CH:5][C:6]([Cl:8])=[CH:7][C:2]=1[Cl:1].[CH2:20]([OH:9])[C:13]1[CH:14]=[CH:15][CH:16]=[CH:17][CH:19]=1.